Dataset: the Open Reaction Database (ORD), a public repository of structured organic reaction records. Task: describe an organic reaction: reactants, conditions, products, and yield The reactants are C(=O)[C@@H]1N(C(OC1)(C)C)C(=O)OC(C)(C)C ((R)-tert-butyl 4-formyl-2,2-dimethyloxazolidine-3-carboxylate), C(C)[Mg]Br (Ethylmagnesium bromide), ice water. Run in O1CCCC1 (tetrahydrofuran). Run at temperature 0 celsius, time 1 hour. The product is OC(CC)[C@@H]1N(C(OC1)(C)C)C(=O)OC(C)(C)C ((4R)-tert-butyl 4-(1-hydroxypropyl)-2,2-dimethyloxazolidine-3-carboxylate). The yield is 95.4%. Reaction SMILES: [CH:1]([C@H:3]1[CH2:7][O:6][C:5]([CH3:9])([CH3:8])[N:4]1[C:10]([O:12][C:13]([CH3:16])([CH3:15])[CH3:14])=[O:11])=[O:2].[CH2:17]([Mg]Br)[CH3:18]>O1CCCC1>[OH:2][CH:1]([C@H:3]1[CH2:7][O:6][C:5]([CH3:9])([CH3:8])[N:4]1[C:10]([O:12][C:13]([CH3:16])([CH3:15])[CH3:14])=[O:11])[CH2:17][CH3:18]. Procedure: (R)-tert-butyl 4-formyl-2,2-dimethyloxazolidine-3-carboxylate (1.53 g, 6.67 mmol) was purged with nitrogen, and then was diluted with tetrahydrofuran (20 mL) and cooled to 0° C. in a ice-water bath. Ethylmagnesium bromide (3.34 mL, 10.01 mmol) was added slowly over 10 minutes. The reaction was stirred for 1 h in the ice water bath. After stirring 1 h, the reaction was slowly quenched with 30 mL sat. ammonium chloride. This was extracted with ethyl acetate (2×50 mL). The combined organic layers w...